This data is from the Open Reaction Database (ORD), a public repository of structured organic reaction records. The task is: describe an organic reaction: reactants, conditions, products, and yield Starting materials: BrC1=C2C=CC(=NC2=CC=C1OC)C (5-bromo-2-methyl-6-methoxyquinoline). The solvent is Br (HBr). Conditions: temperature 5 celsius, time 1 hour. Yields the product BrC1=C2C=CC(=NC2=CC=C1O)C (5-Bromo-2-methyl-6-quinolinol). Yield: 122.2%. As a reaction SMILES: [Br:1][C:2]1[C:11]([O:12]C)=[CH:10][CH:9]=[C:8]2[C:3]=1[CH:4]=[CH:5][C:6]([CH3:14])=[N:7]2>Br>[Br:1][C:2]1[C:11]([OH:12])=[CH:10][CH:9]=[C:8]2[C:3]=1[CH:4]=[CH:5][C:6]([CH3:14])=[N:7]2. Procedure: A mixture of 5-bromo-2-methyl-6-methoxyquinoline (30 g, 0.12 mol) in 48% HBr (135 mL) was heated to reflux for 7 h then cooled to 5° C. in 1 hour to give a brown and thick slurry. The slurry was stirred at 0-5° C. for 1 hour then filtered, washed with EtOAc (2×50 mL) and dried in a vacuum oven to give 34.9 g (92%) of the hydrobromide of the title compound as a brown solid. 1H NMR (DMSO) δ 8.26 (d, J=8.7 Hz, 1H), 7.85 (d, J=9.1 Hz, 1H), 7.56 (d, J=9.1 Hz, 1H), 7.45 (d, J=8.7 Hz, 1H), 2.64 (s, 3H)... The reactants are BrCCSc1ccccc1, [Na+], [OH-], CCOC(=O)c1ccc(O)cc1, Sc1ccccc1. The product is CCOC(=O)c1ccc(OCCSc2ccccc2)cc1. RXN SMILES: [Br:1][CH2:2][CH2:3][S:4][c:5]1[cH:6][cH:7][cH:8][cH:9][cH:10]1.[Na+:31].[OH-:30].[OH:18][c:19]1[cH:20][cH:21][c:22]([C:23](=[O:24])[O:25][CH2:26][CH3:27])[cH:28][cH:29]1.[SH:11][c:12]1[cH:13][cH:14][cH:15][cH:16][cH:17]1>>[CH2:2]([CH2:3][S:4][c:5]1[cH:6][cH:7][cH:8][cH:9][cH:10]1)[O:18][c:19]1[cH:20][cH:21][c:22]([C:23](=[O:24])[O:25][CH2:26][CH3:27])[cH:28][cH:29]1. Starting materials: CC(=O)O, O=C(O)Cc1ccc(F)cc1[N+](=O)[O-], [H][H]. Yields the product O=C1Cc2ccc(F)cc2N1. RXN SMILES: [CH3:17][C:18](=[O:19])[OH:20].[F:1][c:2]1[cH:3][c:4]([N+:12]([O-:13])=[O:14])[c:5]([CH2:8][C:9](=[O:10])[OH:11])[cH:6][cH:7]1.[H:15][H:16]>>[F:1][c:2]1[cH:3][c:4]2[c:5]([cH:6][cH:7]1)[CH2:8][C:9](=[O:10])[NH:12]2. Reactants: [BH4-], CCO, O=C1NC2CCCCCC=CC3CC3(C(=O)NS(=O)(=O)C3CC3)NC(=O)C3CC(CN3C2=O)Oc2cc3ccccc3nc2C=CCCCC2CCCC2O1, [Na+]. The product is O=C1NC2CCCCCC=CC3CC3(C(=O)NS(=O)(=O)C3CC3)NC(=O)C3CC(CN3C2=O)Oc2cc3ccccc3nc2CCCCCC2CCCC2O1. RXN SMILES: [BH4-:56].[CH3:58][CH2:59][OH:60].[CH:1]1([S:4](=[O:5])(=[O:6])[NH:7][C:8](=[O:9])[C:10]23[CH2:11][CH:12]2[CH:13]=[CH:14][CH2:15][CH2:16][CH2:17][CH2:18][CH2:19][CH:20]2[NH:21][C:22](=[O:55])[O:23][CH:24]4[CH2:25][CH2:26][CH2:27][CH:28]4[CH2:29][CH2:30][CH2:31][CH:32]=[CH:33][c:34]4[n:35][c:36]5[cH:37][cH:38][cH:39][cH:40][c:41]5[cH:42][c:43]4[O:44][CH:45]4[CH2:46][N:47]([CH:48]([C:49](=[O:51])[NH:50]3)[CH2:52]4)[C:53]2=[O:54])[CH2:2][CH2:3]1.[Na+:57]>>[CH:1]1([S:4](=[O:5])(=[O:6])[NH:7][C:8](=[O:9])[C:10]23[CH2:11][CH:12]2[CH:13]=[CH:14][CH2:15][CH2:16][CH2:17][CH2:18][CH2:19][CH:20]2[NH:21][C:22](=[O:55])[O:23][CH:24]4[CH2:25][CH2:26][CH2:27][CH:28]4[CH2:29][CH2:30][CH2:31][CH2:32][CH2:33][c:34]4[n:35][c:36]5[cH:37][cH:38][cH:39][cH:40][c:41]5[cH:42][c:43]4[O:44][CH:45]4[CH2:46][N:47]([CH:48]([C:49](=[O:51])[NH:50]3)[CH2:52]4)[C:53]2=[O:54])[CH2:2][CH2:3]1. Starting materials: O=C(n1ccnc1)n1ccnc1, Cc1ccccc1, CCOC(C)=O, O=P([O-])([O-])[O-], CCOC(=O)C(=CNc1ccc(NCCO)cc1)C(=O)OCC. The product is CCOC(=O)C(=CNc1ccc(N2CCOC2=O)cc1)C(=O)OCC. As a reaction SMILES: [C:24](=[O:25])([n:26]1[cH:27][cH:28][n:29][cH:30]1)[n:31]1[cH:32][cH:33][n:34][cH:35]1.[CH3:36][c:37]1[cH:38][cH:39][cH:40][cH:41][cH:42]1.[CH3:48][CH2:49][O:50][C:51](=[O:52])[CH3:53].[O-:43][P:44](=[O:45])([O-:46])[O-:47].[OH:1][CH2:2][CH2:3][NH:4][c:5]1[cH:6][cH:7][c:8]([NH:9][CH:10]=[C:11]([C:12](=[O:13])[O:14][CH2:15][CH3:16])[C:17](=[O:18])[O:19][CH2:20][CH3:21])[cH:22][cH:23]1>>[O:1]1[CH2:2][CH2:3][N:4]([c:5]2[cH:6][cH:7][c:8]([NH:9][CH:10]=[C:11]([C:12](=[O:13])[O:14][CH2:15][CH3:16])[C:17](=[O:18])[O:19][CH2:20][CH3:21])[cH:22][cH:23]2)[C:24]1=[O:25]. Starting materials: COC=1C=C2CCNCC2=C(C1)OC (6,8-dimethoxy-1,2,3,4-tetrahydro-isoquinoline), C(C)(C)OC1=C(C(=O)O)C=C(C=C1)S(=O)(=O)C (2-isopropoxy-5-methanesulfonyl-benzoic acid). Product: COC=1C=C2CCN(CC2=C(C1)OC)C(=O)C1=C(C=CC(=C1)S(=O)(=O)C)OC(C)C ((6,8-Dimethoxy-3,4-dihydro-1H-isoquinolin-2-yl)-(2-isopropoxy-5-methanesulfonyl-phenyl)-methanone). As a reaction SMILES: [CH3:1][O:2][C:3]1[CH:4]=[C:5]2[C:10](=[C:11]([O:13][CH3:14])[CH:12]=1)[CH2:9][NH:8][CH2:7][CH2:6]2.[CH:15]([O:18][C:19]1[CH:27]=[CH:26][C:25]([S:28]([CH3:31])(=[O:30])=[O:29])=[CH:24][C:20]=1[C:21](O)=[O:22])([CH3:17])[CH3:16]>>[CH3:1][O:2][C:3]1[CH:4]=[C:5]2[C:10](=[C:11]([O:13][CH3:14])[CH:12]=1)[CH2:9][N:8]([C:21]([C:20]1[CH:24]=[C:25]([S:28]([CH3:31])(=[O:30])=[O:29])[CH:26]=[CH:27][C:19]=1[O:18][CH:15]([CH3:17])[CH3:16])=[O:22])[CH2:7][CH2:6]2. Procedure details: Prepared in analogy to example 1.1 from 6,8-dimethoxy-1,2,3,4-tetrahydro-isoquinoline (CA [88207-92-5]) and 2-isopropoxy-5-methanesulfonyl-benzoic acid (Example 2.1). The reactants are C[C@H]1CN(CCN1)C1=CC=C(C=C1)OC(F)(F)F (3-(S)-methyl-1-(4-trifluoromethoxy-phenyl)-piperazine), COC(=O)C1CC2=CC=CC(=C2C1)S(=O)(=O)Cl (4-chlorosulfonyl-indan-2-carboxylic acid methyl ester). Yields the product C[C@@H]1N(CCN(C1)C1=CC=C(C=C1)OC(F)(F)F)S(=O)(=O)C1=C2CC(CC2=CC=C1)C(=O)O (4-[2-(S)-Methyl-4-(4-trifluoromethoxy-phenyl)-piperazine-1-sulfonyl]-indan-2-carboxylic acid). Reaction SMILES: [CH3:1][C@@H:2]1[NH:7][CH2:6][CH2:5][N:4]([C:8]2[CH:13]=[CH:12][C:11]([O:14][C:15]([F:18])([F:17])[F:16])=[CH:10][CH:9]=2)[CH2:3]1.C[O:20][C:21]([CH:23]1[CH2:31][C:30]2[C:25](=[CH:26][CH:27]=[CH:28][C:29]=2[S:32](Cl)(=[O:34])=[O:33])[CH2:24]1)=[O:22]>>[CH3:1][C@H:2]1[CH2:3][N:4]([C:8]2[CH:9]=[CH:10][C:11]([O:14][C:15]([F:18])([F:16])[F:17])=[CH:12][CH:13]=2)[CH2:5][CH2:6][N:7]1[S:32]([C:29]1[CH:28]=[CH:27][CH:26]=[C:25]2[C:30]=1[CH2:31][CH:23]([C:21]([OH:22])=[O:20])[CH2:24]2)(=[O:34])=[O:33]. Procedure details: The compound 4-[2-(S)-Methyl-4-(4-trifluoromethoxy-phenyl)-piperazine-1-sulfonyl]-indan-2-carboxylic acid was prepared from 3-(S)-methyl-1-(4-trifluoromethoxy-phenyl)-piperazine and 4-chlorosulfonyl-indan-2-carboxylic acid methyl ester following the procedure outlined in Example 79. 1H NMR (400 MHz, DMSO-d6): 7.65 (d, 1H), 7.53 (d, 1H), 7.38 (t, 1H), 7.18 (d, 2H), 6.98-6.92 (m, 2H), 4.15-4.00 (m, 1H), 3.60-3.12 (m, 9H), 2.83-2.75 (m, 1H), 2.64-2.50 (m, 1H), 1.18 (d, 3H); MS (ESI): 485.3 (M+H). The reactants are 8(j), N1(CCC(CC1)C1CCNCC1)C(=O)C=1C=CC2=C(CN(C([C@@H](N2)CC(=O)[O-])=O)C)C1 ((S)-7-[(4,4'-bipiperidin-1-yl)carbonyl]-2,3,4,5-tetrahydro-4-methyl-3-oxo-1H-1,4-benzodiazepine-2-acetate), 26(c), C(F)(F)(F)C(=O)O (CF3CO2H), 27(c), 5,CH3OH, compounds, 8(i), C(F)(F)(F)C(=O)O (CF3CO2H), 6,CH3OH, 27(b), N1(CCC(CC1)C1CCNCC1)C(=O)C=1C=CC2=C(CN(C([C@H](N2)CC(=O)[O-])=O)C)C1 ((R)-7-[(4,4'-bipiperidin-1-yl)carbonyl]-2,3,4,5-tetrahydro-4-methyl-3-oxo-1H-1,4-benzodiazepine-2-acetate). The solvent is C(C)#N (acetonitrile), O (water), C(C)#N (acetonitrile), O (H2O), C(C)#N (acetonitrile), O (water), C(C)#N (acetonitrile), O (H2O). Product: N1(CCC(CC1)C1CCNCC1)C(=O)C=1C=CC2=C(CN(C([C@H](N2)CC(=O)O)=O)C)C1 ((R)-7-[(4,4'-bipiperidin-1-yl)carbonyl]-2,3,4,5-tetrahydro-4-methyl-3-oxo-1H-1,4-benzodiazepine-2-acetic acid). As a reaction SMILES: [N:1]1([C:13]([C:15]2[CH:16]=[CH:17][C:18]3[NH:24][C@H:23]([CH2:25][C:26]([O-:28])=[O:27])[C:22](=[O:29])[N:21]([CH3:30])[CH2:20][C:19]=3[CH:31]=2)=[O:14])[CH2:6][CH2:5][CH:4]([CH:7]2[CH2:12][CH2:11][NH:10][CH2:9][CH2:8]2)[CH2:3][CH2:2]1.C(C(O)=O)(F)(F)F.N1(C(C2C=CC3N[C@@H](CC([O-])=O)C(=O)N(C)CC=3C=2)=O)CCC(C2CCNCC2)CC1>O.C(#N)C>[N:1]1([C:13]([C:15]2[CH:16]=[CH:17][C:18]3[NH:24][C@H:23]([CH2:25][C:26]([OH:28])=[O:27])[C:22](=[O:29])[N:21]([CH3:30])[CH2:20][C:19]=3[CH:31]=2)=[O:14])[CH2:6][CH2:5][CH:4]([CH:7]2[CH2:12][CH2:11][NH:10][CH2:9][CH2:8]2)[CH2:3][CH2:2]1. Procedure: Using the procedure of Preparation 8(j), except substituting the compounds of Example 26(b) and 27(b) for the compound of Preparation 8(i) gave the following compounds: 26(c). (R)-7-[(4,4'-bipiperidin-1-yl)carbonyl]-2,3,4,5-tetrahydro-4-methyl-3-oxo-1H-1,4-benzodiazepine-2-acetate: [α]D +92.4 (c 0.5,CH3OH); MS(ES) m/e 429 [M+H]+ ; 427 [M-H]- ; HPLC tR 12.7 min (Ultrasphere C18, 4.6×250 mm, 1.5 mL/min, gradient, A:acetonitrile B: water-0.1% TFA, 5-60% acetonitrile over 20 min, UV detection at 220... The reactants are CC1=[N+](C=CC(=C1C)OCC(C(F)F)(F)F)[O-] (2,3-dimethyl-4-(2,2,3,3-tetrafluoropropoxy)pyridine-1-oxide), C(C)(=O)OC(C)=O (acetic anhydride). The reagents and catalysts are S(O)(O)(=O)=O (sulfuric acid). Reaction conditions: temperature 110 celsius, time 4 hour. Yields the product OCC1=NC=CC(=C1C)OCC(C(F)F)(F)F (2-hydroxymethyl-3-methyl-4-(2,2,3,3-tetrafluoropropoxy)pyridine). Reaction SMILES: [CH3:1][C:2]1[C:7]([CH3:8])=[C:6]([O:9][CH2:10][C:11]([F:16])([F:15])[CH:12]([F:14])[F:13])[CH:5]=[CH:4][N+:3]=1[O-].C(OC(=O)C)(=[O:20])C>S(=O)(=O)(O)O>[OH:20][CH2:1][C:2]1[C:7]([CH3:8])=[C:6]([O:9][CH2:10][C:11]([F:16])([F:15])[CH:12]([F:14])[F:13])[CH:5]=[CH:4][N:3]=1. Procedure details: To a solution of 2,3-dimethyl-4-(2,2,3,3-tetrafluoropropoxy)pyridine-1-oxide (2.6 g) in acetic anhydride (8 ml), concentrated sulfuric acid (2 drops) was added; and the solution was stirred at 110° C. for 4 hours and then concentrated. The resulting residue was dissolved in methanol (20 ml) and a solution of sodium hydroxide (1.2 g) in water (5 ml) was added, after which the mixture was stirred at room temperature for 30 minutes. After concentration, water was added, and the mixture was extracte...